From a dataset of the Open Reaction Database (ORD), a public repository of structured organic reaction records. describe an organic reaction: reactants, conditions, products, and yield Reported procedure: A solution of 4-methyl-5-(2-methyl-propenyl)-thiophene-2-carboxylic acid methyl ester (4.08 g, 19.4 mmol) in methanol (33 mL) is treated with 2 N aq. LiOH solution (10 mL). The mixture is stirred at rt for 2 h, then at 45° C. for 3 h. The reaction mixture is diluted with diethyl ether. The org. layer is separated and extracted with water. The combined aq. phase is acidified with 1 M aq. HCl, and extracted twice with diethyl ether. The combined second org. extracts are dried over MgSO4, filtered ... Solvent: C(C)OCC (diethyl ether), CO (methanol). RXN SMILES: C[O:2][C:3]([C:5]1[S:6][C:7]([CH:11]=[C:12]([CH3:14])[CH3:13])=[C:8]([CH3:10])[CH:9]=1)=[O:4].[Li+].[OH-]>CO.C(OCC)C>[CH3:10][C:8]1[CH:9]=[C:5]([C:3]([OH:4])=[O:2])[S:6][C:7]=1[CH:11]=[C:12]([CH3:14])[CH3:13] |f:1.2|. The yield is 80.1%. Yields the product CC=1C=C(SC1C=C(C)C)C(=O)O (4-methyl-5-(2-methyl-propenyl)-thiophene-2-carboxylic acid). Starting materials: COC(=O)C=1SC(=C(C1)C)C=C(C)C (4-methyl-5-(2-methyl-propenyl)-thiophene-2-carboxylic acid methyl ester), [Li+].[OH-] (LiOH). Conditions: time 2 hour. The reactants are CCOc2ccc1ccccc1c2 (substrate), [Li]c1ccccc1 (effective_coupling_partner). Reagents/catalysts: SIMes. Conditions: temperature 25 celsius, time 12 hour. Product: c3ccc(c2ccc1ccccc1c2)cc3.